Dataset: the Open Reaction Database (ORD), a public repository of structured organic reaction records. Task: describe an organic reaction: reactants, conditions, products, and yield The reactants are solution, C[Mg]Cl (CH3MgCl), CuBr, CC1(C(O1)CCC(=C)C=C)C (epoxymyrcene), [NH4+].[Cl-] (NH4Cl). The yield is 96.6%. Reaction SMILES: [CH3:1][Mg]Cl.[CH3:4][C:5]1([CH3:14])[O:7][CH:6]1[CH2:8][CH2:9][C:10]([CH:12]=[CH2:13])=[CH2:11].[NH4+].[Cl-]>O1CCCC1.C(OC(C)C)(C)C>[CH3:4][C:5]([OH:7])([CH:6]([CH3:1])[CH2:8][CH2:9][C:10](=[CH2:11])[CH:12]=[CH2:13])[CH3:14] |f:2.3|. The solvent is O1CCCC1 (tetrahydrofurane), C(C)(C)OC(C)C (diisopropylether), C(C)(C)OC(C)C (isopropylether). Reaction conditions: time 23 hour. The product is CC(C)(C(CCC(C=C)=C)C)O (2,3-dimethyl-6-methylene-7-octen-2-ol). Procedure: 1230 ml of a solution of CH3MgCl 3M in tetrahydrofurane (Fluka) was added to 26.5 g of CuBr (Fluka) in 11 of diisopropylether with stirring at 0° (bath temperature). After one night, the reaction mixture was cooled to −20° and 467 g of epoxymyrcene [2-(3,4-epoxy-4-methylpentyl)-1,3-butadiene] in 4 l of isopropylether were added dropwise. After the addition, the reaction mixture was warmed to room temperature. After 23 h the reaction was completed. After hydrolysis with a 15% NH4Cl-solution and w... Starting materials: C1(=CC=CC=C1)CN1CCC(CC1)C(=O)N1CC2=CC=CC=C2CC1 (2-[(1-phenylmethyl-4-piperidyl)carbonyl]-1,2,3,4-tetrahydroisoquinoline), 1n, C (charcoal). Solvent: C(C)(=O)O (acetic acid). Product: N1CCC(CC1)C(=O)N1CC2=CC=CC=C2CC1 (2-[(4-Piperidyl)carbonyl]-1,2,3,4-tetrahydroisoquinoline). RXN SMILES: C1(C[N:8]2[CH2:13][CH2:12][CH:11]([C:14]([N:16]3[CH2:25][CH2:24][C:23]4[C:18](=[CH:19][CH:20]=[CH:21][CH:22]=4)[CH2:17]3)=[O:15])[CH2:10][CH2:9]2)C=CC=CC=1.C>C(O)(=O)C>[NH:8]1[CH2:13][CH2:12][CH:11]([C:14]([N:16]2[CH2:25][CH2:24][C:23]3[C:18](=[CH:19][CH:20]=[CH:21][CH:22]=3)[CH2:17]2)=[O:15])[CH2:10][CH2:9]1. Procedure: 115 g (0.34 mmol) of 2-[(1-phenylmethyl-4-piperidyl)carbonyl]-1,2,3,4-tetrahydroisoquinoline are dissolved 1n 1 1 of acetic acid, 4 g of palladinized charcoal (10% palladium) are added and the mixture is subjected to a hydrogenation at 75° C. under 0.35 MPa. Reactants: CN1CC[C@]23C=4C5=CC=C(C4O[C@H]2C(=O)CC[C@]3([C@H]1C5)O)O (Oxymorphone), O (water), Cl (hydrochloric acid). Solvent: CC(C)O (2-propanol), CC(C)O (2-propanol). Reaction conditions: temperature 70 celsius. Yields the product CN1CC[C@]23C=4C5=CC=C(C4O[C@H]2C(=O)CC[C@]3([C@H]1C5)O)O.Cl (oxymorphone HCl). RXN SMILES: [CH3:1][N:2]1[C@@H:19]2[CH2:20][C:7]3=[CH:8][CH:9]=[C:10]([OH:22])[C:11]4[O:12][C@H:13]5[C:14]([CH2:16][CH2:17][C@:18]2([OH:21])[C@:5]5([C:6]=43)[CH2:4][CH2:3]1)=[O:15].O.[ClH:24]>CC(O)C>[CH3:1][N:2]1[C@@H:19]2[CH2:20][C:7]3=[CH:8][CH:9]=[C:10]([OH:22])[C:11]4[O:12][C@H:13]5[C:14]([CH2:16][CH2:17][C@:18]2([OH:21])[C@:5]5([C:6]=43)[CH2:4][CH2:3]1)=[O:15].[ClH:24] |f:4.5|. Reported procedure: Oxymorphone free base (5.0027 g) was combined with water (2.5 mL) and 2-propanol (6.0 mL) in a round bottom flask (250 mL). The resulting mixture was heated in a temperature controlled bath, with stirring, from ambient to 60° C. over a time period of approximately 30 minutes. Concentrated hydrochloric acid (1.8 mL) was added with continued stirring. The temperature was increased to 70° C. resulting in a clear solution and then cooled to 60° C. 2-propanol was added in 3-5 mL aliquots over approxi... Starting materials: OC1(C(NC2=CC=CC=C12)=O)C1=CC2=C(N=C(S2)C)C=C1O (3-hydroxy-3-(5-hydroxy-2-methyl-1,3-benzothiazol-6-yl)-1,3-dihydro-2H-indol-2-one), I (hydroiodic acid). Run in O (water), C(C)(=O)OCC (ethyl acetate). Product: OC=1C(=CC2=C(N=C(S2)C)C1)C1C(NC2=CC=CC=C12)=O (3-(5-hydroxy-2-methyl-1,3-benzothiazol-6-yl)-1,3-dihydro-2H-indol-2-one). Yield: 99.0%. RXN SMILES: O[C:2]1([C:12]2[C:21]([OH:22])=[CH:20][C:15]3[N:16]=[C:17]([CH3:19])[S:18][C:14]=3[CH:13]=2)[C:10]2[C:5](=[CH:6][CH:7]=[CH:8][CH:9]=2)[NH:4][C:3]1=[O:11].I>O.C(OCC)(=O)C>[OH:22][C:21]1[C:12]([CH:2]2[C:10]3[C:5](=[CH:6][CH:7]=[CH:8][CH:9]=3)[NH:4][C:3]2=[O:11])=[CH:13][C:14]2[S:18][C:17]([CH3:19])=[N:16][C:15]=2[CH:20]=1. Procedure: A mixture of 3-hydroxy-3-(5-hydroxy-2-methyl-1,3-benzothiazol-6-yl)-1,3-dihydro-2H-indol-2-one (4.81 g, 15.4 mmol) and 48% aqueous hydroiodic acid (25 mL) was heated at reflux for 1 h. The reaction mixture was allowed to cool to ambient temperature and was diluted with water (50 mL) and ethyl acetate (50 mL). The mixture was briefly sonicated, causing a precipitate to be deposited. The solid was collected by filtration, washed with water (20 mL) and dried in vacuo to afford 3-(5-hydroxy-2-methyl... Reactants: C(C)(=O)O (acetic acid), C(C)(=O)O[BH-](OC(C)=O)OC(C)=O.[Na+] (sodium triacetoxyborohydride), O=CCCNC(=O)C1=C(C2=C(N=CN=C2NC2=C(C=C(C=C2)F)O[C@@H]2CC[C@H](CC2)OC)S1)C (4-[4-fluoro-2-(trans-4-methoxy-cyclohexyloxy)-phenylamino]-5-methyl-thieno[2,3-d]pyrimidine-6-carboxylic acid (3-oxo-propyl)-amide), N1CC(CC1)O (3-pyrrolidinol). The solvent is C(Cl)Cl (methylene chloride), C(Cl)Cl (methylene chloride). Run at time 8 hour. Yields the product OC1CN(CC1)CCCNC(=O)C1=C(C2=C(N=CN=C2NC2=C(C=C(C=C2)F)O[C@@H]2CC[C@H](CC2)OC)S1)C (4-[4-Fluoro-2-(trans-4-methoxy-cyclohexyloxy)-phenylamino]-5-methyl-thieno[2,3-d]pyrimidine-6-carboxylic acid [3-(3-hydroxy-pyrrolidin-1-yl)-propyl]-amide). RXN SMILES: C(O[BH-](OC(=O)C)OC(=O)C)(=O)C.[Na+].O=[CH:16][CH2:17][CH2:18][NH:19][C:20]([C:22]1[S:47][C:25]2[N:26]=[CH:27][N:28]=[C:29]([NH:30][C:31]3[CH:36]=[CH:35][C:34]([F:37])=[CH:33][C:32]=3[O:38][C@H:39]3[CH2:44][CH2:43][C@H:42]([O:45][CH3:46])[CH2:41][CH2:40]3)[C:24]=2[C:23]=1[CH3:48])=[O:21].[NH:49]1[CH2:53][CH2:52][CH:51]([OH:54])[CH2:50]1.C(O)(=O)C>C(Cl)Cl>[OH:54][CH:51]1[CH2:52][CH2:53][N:49]([CH2:16][CH2:17][CH2:18][NH:19][C:20]([C:22]2[S:47][C:25]3[N:26]=[CH:27][N:28]=[C:29]([NH:30][C:31]4[CH:36]=[CH:35][C:34]([F:37])=[CH:33][C:32]=4[O:38][C@H:39]4[CH2:44][CH2:43][C@H:42]([O:45][CH3:46])[CH2:41][CH2:40]4)[C:24]=3[C:23]=2[CH3:48])=[O:21])[CH2:50]1 |f:0.1|. Procedure details: 0.155 g sodium triacetoxyborohydride were added to a solution of the 0.21 g 4-[4-fluoro-2-(trans-4-methoxy-cyclohexyloxy)-phenylamino]-5-methyl-thieno[2,3-d]pyrimidine-6-carboxylic acid (3-oxo-propyl)-amide and 43 μl 3-pyrrolidinol in methylene chloride followed by addition of 49 μl acetic acid. The mixture was stirred at rt overnight, diluted with methylene chloride and then washed with 10% aq. K2CO3. The mixture was passed through a hydrophobic frit. The filtrate was evaporated and purified by... Reactants: FC1=C(N(C2=NC=CC=C21)C2=CC(=CC=C2)F)C(C)NC(OC(C)(C)C)=O (tert-butyl {1-[3-fluoro-1-(3-fluorophenyl)-1H-pyrrolo[2,3-b]pyridin-2-yl]ethyl}carbamate), FC(C(=O)O)(F)F (trifluoroacetic acid). Run in C(Cl)Cl (methylene chloride). Reaction conditions: time 1 hour. The product is FC1=C(N(C2=NC=CC=C21)C2=CC(=CC=C2)F)C(C)N (1-[3-Fluoro-1-(3-fluorophenyl)-1H-pyrrolo[2,3-b]pyridin-2-yl]ethanamine). The yield is 93.6%. Reaction SMILES: [F:1][C:2]1[C:10]2[C:5](=[N:6][CH:7]=[CH:8][CH:9]=2)[N:4]([C:11]2[CH:16]=[CH:15][CH:14]=[C:13]([F:17])[CH:12]=2)[C:3]=1[CH:18]([NH:20]C(=O)OC(C)(C)C)[CH3:19].FC(F)(F)C(O)=O>C(Cl)Cl>[F:1][C:2]1[C:10]2[C:5](=[N:6][CH:7]=[CH:8][CH:9]=2)[N:4]([C:11]2[CH:16]=[CH:15][CH:14]=[C:13]([F:17])[CH:12]=2)[C:3]=1[CH:18]([NH2:20])[CH3:19]. Reported procedure: To a mixture of tert-butyl {1-[3-fluoro-1-(3-fluorophenyl)-1H-pyrrolo[2,3-b]pyridin-2-yl]ethyl}carbamate (16 mg, 0.043 mmol) in methylene chloride (1 mL) was added trifluoroacetic acid (0.033 mL, 0.43 mmol). The reaction was stirred at room temperature for 1 hour. The reaction was quenched with saturated NaHCO3 solution and then extracted with dichloromethane. The combined organic layers were dried over MgSO4 and concentrated to give the desired amine (11 mg, 94%). LCMS calculated for C15H14F2N3...